Dataset: the Open Reaction Database (ORD), a public repository of structured organic reaction records. Task: describe an organic reaction: reactants, conditions, products, and yield The reactants are Intermediate 99, BrC1=C2C(=NC=C1)N(C(=C2)I)S(=O)(=O)C2=CC=CC=C2 (4-bromo-2-iodo-1-(phenylsulfonyl)-1H-pyrrolo[2,3-b]pyridine), CC1(OB(OC1(C)C)C=1CCN(CC1)C(=O)OC(C)(C)C)C (1,1-dimethylethyl 4-(4,4,5,5-tetramethyl-1,3,2-dioxaborolan-2-yl)-3,6-dihydro-1(2H)-pyridinecarboxylate). Yields the product BrC1=C2C(=NC=C1)N(C(=C2)C=2CCN(CC2)C(=O)OC(C)(C)C)S(=O)(=O)C2=CC=CC=C2 (1,1-dimethylethyl 4-[4-bromo-1-(phenylsulfonyl)-1H-pyrrolo[2,3-b]pyridin-2-yl]-3,6-dihydro-1(2H)-pyridinecarboxylate). Reaction SMILES: [Br:1][C:2]1[CH:7]=[CH:6][N:5]=[C:4]2[N:8]([S:12]([C:15]3[CH:20]=[CH:19][CH:18]=[CH:17][CH:16]=3)(=[O:14])=[O:13])[C:9](I)=[CH:10][C:3]=12.CC1(C)C(C)(C)OB([C:29]2[CH2:30][CH2:31][N:32]([C:35]([O:37][C:38]([CH3:41])([CH3:40])[CH3:39])=[O:36])[CH2:33][CH:34]=2)O1>>[Br:1][C:2]1[CH:7]=[CH:6][N:5]=[C:4]2[N:8]([S:12]([C:15]3[CH:20]=[CH:19][CH:18]=[CH:17][CH:16]=3)(=[O:14])=[O:13])[C:9]([C:29]3[CH2:34][CH2:33][N:32]([C:35]([O:37][C:38]([CH3:41])([CH3:40])[CH3:39])=[O:36])[CH2:31][CH:30]=3)=[CH:10][C:3]=12. Reported procedure: Following the procedure described for Intermediate 99 with 4-bromo-2-iodo-1-(phenylsulfonyl)-1H-pyrrolo[2,3-b]pyridine and 1,1-dimethylethyl 4-(4,4,5,5-tetramethyl-1,3,2-dioxaborolan-2-yl)-3,6-dihydro-1(2H)-pyridinecarboxylate gave the title compound. ESMS [M+H]+: 518.2 The reactants are N[C@H](CCC(O)=O)C(=O)O (D-Glu), N[C@H](CCC(N)=O)C(=O)O (D-Gln), N[C@@H](CCC(O)=O)C(=O)O (Glu), N[C@H](CC(O)=O)C(=O)O (D-Asp), N[C@@H](CC(N)=O)C(=O)O (Asn), N[C@H](CC(N)=O)C(=O)O (D-Asn), N[C@@H](CC(O)=O)C(=O)O (Asp). The product is N[C@@H](CCC(N)=O)C(=O)O (Glutamine). As a reaction SMILES: [NH2:1][C@@H:2]([C:8]([OH:10])=[O:9])[CH2:3][CH2:4][C:5](=[O:7])[NH2:6].N[C@H](C(O)=O)CC(=O)N.N[C@@H](C(O)=O)CC(=O)N.N[C@H](C(O)=O)CCC(=O)O.N[C@@H](C(O)=O)CCC(=O)O.N[C@H](C(O)=O)CC(=O)O.N[C@@H](C(O)=O)CC(=O)O>>[NH2:1][C@H:2]([C:8]([OH:10])=[O:9])[CH2:3][CH2:4][C:5](=[O:7])[NH2:6]. Procedure details: replace with: D-Gln, Asn, D-Asn, Glu, D-Glu, Asp, D-Asp; The reactants are [Br-], CCCC[N+](CCCC)(CCCC)CCCC, COc1cc2[nH]cc(-c3cc4c(Cl)ccnc4n3S(=O)(=O)c3ccc(C)cc3)c2nc1OC, ClCCCl, [Na+], [OH-]. Yields the product COc1cc2c(nc1OC)c(-c1cc3c(Cl)ccnc3n1S(=O)(=O)c1ccc(C)cc1)cn2CCCl. As a reaction SMILES: [Br-:40].[CH3:41][CH2:42][CH2:43][CH2:44][N+:45]([CH2:46][CH2:47][CH2:48][CH3:49])([CH2:50][CH2:51][CH2:52][CH3:53])[CH2:54][CH2:55][CH2:56][CH3:57].[Cl:1][c:2]1[c:3]2[c:4]([n:5][cH:6][cH:7]1)[n:8]([S:24](=[O:25])(=[O:26])[c:27]1[cH:28][cH:29][c:30]([CH3:33])[cH:31][cH:32]1)[c:9](-[c:11]1[cH:12][nH:13][c:14]3[c:15]1[n:16][c:17]([O:22][CH3:23])[c:18]([O:20][CH3:21])[cH:19]3)[cH:10]2.[Cl:36][CH2:37][CH2:38][Cl:39].[Na+:35].[OH-:34]>>[Cl:1][c:2]1[c:3]2[c:4]([n:5][cH:6][cH:7]1)[n:8]([S:24](=[O:25])(=[O:26])[c:27]1[cH:28][cH:29][c:30]([CH3:33])[cH:31][cH:32]1)[c:9](-[c:11]1[cH:12][n:13]([CH2:38][CH2:37][Cl:36])[c:14]3[c:15]1[n:16][c:17]([O:22][CH3:23])[c:18]([O:20][CH3:21])[cH:19]3)[cH:10]2. Reactants: FC1=C(C=O)C=C(C(=C1)O)[N+](=O)[O-] (2-fluoro-4-hydroxy-5-nitrobenzaldehyde), substituted-2-nitrophenols, C1(=CC=CC=C1)O (phenol), COC(C(C)Br)=O (methyl-2-bromopropanoate). Yields the product FC=1C(=CC(=C(OC(C(=O)OC)C)C1)[N+](=O)[O-])C=O (Methyl 2-(5-fluoro-4-formyl-2-nitrophenoxy)propanoate). Reaction SMILES: [F:1][C:2]1[CH:9]=[C:8]([OH:10])[C:7]([N+:11]([O-:13])=[O:12])=[CH:6][C:3]=1[CH:4]=[O:5].C1(O)C=CC=CC=1.[CH3:21][O:22][C:23](=[O:27])[CH:24](Br)[CH3:25]>>[F:1][C:2]1[C:3]([CH:4]=[O:5])=[CH:6][C:7]([N+:11]([O-:13])=[O:12])=[C:8]([CH:9]=1)[O:10][CH:24]([CH3:25])[C:23]([O:22][CH3:21])=[O:27]. Procedure: Using 2-fluoro-4-hydroxy-5-nitrobenzaldehyde as the phenol and methyl-2-bromopropanoate as the alkylating agent in the general procedure for alkylation of substituted-2-nitrophenols gives the title compound as a white solid: ESI-MS: m/z 272.1 (M+H)+. The reactants are S(=O)(Cl)Cl (thionyl chloride), [Na] (sodium), CC1=NC=C(C(=N1)C)C(=O)CC(C)=O ((2,4-dimethyl-5-pyrimidylcarbonyl)-acetone), Cl (hydrogen chloride). Solvent: C1(=CC=CC=C1)C (toluene). Yields the product Cl.CC1=NC=C(C(=N1)C)C(CC(C)Cl)O (1-(2,4-dimethyl-5-pyrimidyl)-3-chloro-butan-1-ol hydrochloride). RXN SMILES: [Na].[CH3:2][C:3]1[N:8]=[C:7]([CH3:9])[C:6]([C:10]([CH2:12][C:13](=O)[CH3:14])=[O:11])=[CH:5][N:4]=1.[ClH:16].S(Cl)([Cl:19])=O>C1(C)C=CC=CC=1>[ClH:19].[CH3:2][C:3]1[N:8]=[C:7]([CH3:9])[C:6]([CH:10]([OH:11])[CH2:12][CH:13]([Cl:16])[CH3:14])=[CH:5][N:4]=1 |f:5.6,^1:0|. Procedure: A suspension of the sodium salt of (2,4-dimethyl-5-pyrimidylcarbonyl)-acetone in anhydrous toluene is saturated with hydrogen chloride and then reacted with thionyl chloride in a known manner. Reduction of the reaction product gives 1-(2,4-dimethyl-5-pyrimidyl)-3-chloro-butan-1-ol hydrochloride which is used without additional purification.